This data is from the Open Reaction Database (ORD), a public repository of structured organic reaction records. The task is: describe an organic reaction: reactants, conditions, products, and yield Reaction SMILES: [Br:12][CH2:13][C:14](=[O:15])[O:16][CH2:17][CH3:18].[CH3:25][C:26](=[O:27])[CH3:28].[K+:19].[K+:20].[O-:21][C:22]([O-:23])=[O:24].[O:1]=[C:2]1[CH:3]([C:7](=[O:8])[O:9][CH2:10][CH3:11])[CH2:4][CH2:5][CH2:6]1>>[O:1]=[C:2]1[C:3]([C:7](=[O:8])[O:9][CH2:10][CH3:11])([CH2:13][C:14](=[O:15])[O:16][CH2:17][CH3:18])[CH2:4][CH2:5][CH2:6]1. Reactants: CCOC(=O)CBr, CC(C)=O, [K+], [K+], O=C([O-])[O-], CCOC(=O)C1CCCC1=O. Yields the product CCOC(=O)CC1(C(=O)OCC)CCCC1=O. Starting materials: C(C)(=O)NC=1SC2=C(N1)C(=CC=C2)OC2=CC(=NC=N2)C2=C(C=C(C=C2)C(F)(F)F)NC(=O)[C@]2(NCCC2)C ((2S)-N-(2-(6-(2-Acetamidobenzo[d]thiazol-4-yloxy)pyrimidin-4-yl)-5-(trifluoromethyl)phenyl)-2-methylpyrrolidine-2-carboxamide), CC(=O)C (acetone). Yields the product C(C)(=O)NC=1SC2=C(N1)C(=CC=C2)OC2=CC(=NC=N2)C2=C(C=C(C=C2)C(F)(F)F)NC(=O)[C@]2(N(CCC2)C(C)C)C ((2S)-N-(2-(6-(2-Acetamidobenzo[d]thiazol-4-yloxy)pyrimidin-4-yl)-5-(trifluoromethyl)phenyl)-1-isopropyl-2-methylpyrrolidine-2-carboxamide). As a reaction SMILES: [C:1]([NH:4][C:5]1[S:6][C:7]2[CH:13]=[CH:12][CH:11]=[C:10]([O:14][C:15]3[N:20]=[CH:19][N:18]=[C:17]([C:21]4[CH:26]=[CH:25][C:24]([C:27]([F:30])([F:29])[F:28])=[CH:23][C:22]=4[NH:31][C:32]([C@:34]4([CH3:39])[CH2:38][CH2:37][CH2:36][NH:35]4)=[O:33])[CH:16]=3)[C:8]=2[N:9]=1)(=[O:3])[CH3:2].[CH3:40][C:41]([CH3:43])=O>>[C:1]([NH:4][C:5]1[S:6][C:7]2[CH:13]=[CH:12][CH:11]=[C:10]([O:14][C:15]3[N:20]=[CH:19][N:18]=[C:17]([C:21]4[CH:26]=[CH:25][C:24]([C:27]([F:29])([F:30])[F:28])=[CH:23][C:22]=4[NH:31][C:32]([C@:34]4([CH3:39])[CH2:38][CH2:37][CH2:36][N:35]4[CH:41]([CH3:43])[CH3:40])=[O:33])[CH:16]=3)[C:8]=2[N:9]=1)(=[O:3])[CH3:2]. Procedure: (2S)-N-(2-(6-(2-Acetamidobenzo[d]thiazol-4-yloxy)pyrimidin-4-yl)-5-(trifluoromethyl)phenyl)-2-methylpyrrolidine-2-carboxamide (Example 57) was reacted with acetone under the conditions of Example 3(d) to give the title compound as a white solid. MS (ESI, pos. ion.) m/z: 599 (M+1). The reactants are OC(C[C@@]1(CCN(C(O1)=O)[C@@H](C)C1=CC=C(C=C1)B1OC(C(O1)(C)C)(C)C)C1=CC=CC=C1)(C)C ((S)-6-(2-hydroxy-2-methylpropyl)-6-phenyl-3-[(S)-1-(4-(4,4,5,5-tetramethyl-1,3,2-dioxaborolan-2-yl)phenyl)ethyl]-1,3-oxazinan-2-one), BrC1=CC(N(C=C1)CC(C)(C)O)=O (4-bromo-1-(2-hydroxy-2-methyl-propyl)-1H-pyridin-2-one). The product is OC(C[C@@]1(CCN(C(O1)=O)[C@@H](C)C1=CC=C(C=C1)C1=CC(N(C=C1)CC(C)(C)O)=O)C1=CC=CC=C1)(C)C ((S)-6-(2-Hydroxy-2-methyl-propyl)-3-((S)-1-{4-[1-(2-hydroxy-2-methyl-propyl)-2-oxo-1,2-dihydro-pyridin-4-yl]-phenyl}-ethyl)-6-phenyl-[1,3]oxazinan-2-one). Reaction SMILES: [OH:1][C:2]([CH3:35])([CH3:34])[CH2:3][C@@:4]1([C:28]2[CH:33]=[CH:32][CH:31]=[CH:30][CH:29]=2)[O:9][C:8](=[O:10])[N:7]([C@H:11]([C:13]2[CH:18]=[CH:17][C:16](B3OC(C)(C)C(C)(C)O3)=[CH:15][CH:14]=2)[CH3:12])[CH2:6][CH2:5]1.Br[C:37]1[CH:42]=[CH:41][N:40]([CH2:43][C:44]([OH:47])([CH3:46])[CH3:45])[C:39](=[O:48])[CH:38]=1>>[OH:1][C:2]([CH3:35])([CH3:34])[CH2:3][C@@:4]1([C:28]2[CH:29]=[CH:30][CH:31]=[CH:32][CH:33]=2)[O:9][C:8](=[O:10])[N:7]([C@H:11]([C:13]2[CH:14]=[CH:15][C:16]([C:37]3[CH:42]=[CH:41][N:40]([CH2:43][C:44]([OH:47])([CH3:45])[CH3:46])[C:39](=[O:48])[CH:38]=3)=[CH:17][CH:18]=2)[CH3:12])[CH2:6][CH2:5]1. Procedure: The title compound was prepared from (S)-6-(2-hydroxy-2-methylpropyl)-6-phenyl-3-[(S)-1-(4-(4,4,5,5-tetramethyl-1,3,2-dioxaborolan-2-yl)phenyl)ethyl]-1,3-oxazinan-2-one and 4-bromo-1-(2-hydroxy-2-methyl-propyl)-1H-pyridin-2-one following a procedure analogous to that described in Example 75. Mass spectrum (ESI+): m/z=519 [m+H]+. Starting materials: C(C)(=O)NC(CC1=C(NC2=CC=CC=C12)C)C(=O)O (Nα -Acetyl-2-methyl-D,L-tryptophan), [OH-].[NH4+] (ammonium hydroxide), III. Run in O (water). Run at time 24 hour. The product is C(C)(=O)N[C@H](CC1=C(NC2=CC=CC=C12)C)C(=O)O (Nα -acetyl-2-methyl-D-tryptophan). Reaction SMILES: [C:1]([NH:4][CH:5]([C:17]([OH:19])=[O:18])[CH2:6][C:7]1[C:15]2[C:10](=[CH:11][CH:12]=[CH:13][CH:14]=2)[NH:9][C:8]=1[CH3:16])(=[O:3])[CH3:2].[OH-].[NH4+]>O>[C:1]([NH:4][C@@H:5]([C:17]([OH:19])=[O:18])[CH2:6][C:7]1[C:15]2[C:10](=[CH:11][CH:12]=[CH:13][CH:14]=2)[NH:9][C:8]=1[CH3:16])(=[O:3])[CH3:2] |f:1.2|. Procedure: Nα -Acetyl-2-methyl-D,L-tryptophan [Y. Yabe et al. Chem. Pharm. Bull. 27(8) 1907-1911 (1979)] 1.3 g (5 mmol), was suspended in 50 ml of water and dissolved by adding concentrated ammonium hydroxide to a pH of 7.5. 5 mg of acylase (from porcine kidney, Sigma Grade III lyophilized) was added and the mixture kept at 40° C. for 24 hours. The insoluble material was separated by filtration and the filtrate was lyophilized to dryness. The residue was dissolved in the upper phase (10 ml) of n-BuOH-AcOH-... The reactants are FC(C(=O)O)(F)F (trifluoroacetic acid), FC=1C=C(C(=O)O)C=CC1C1=CN=CO1 (3-fluoro-4-oxazol-5-yl-benzoic acid), C(C)(C)(C)OC(=O)N1CCC(CC1)NC1CC1 (4-cyclopropylamino-piperidine-1-carboxylic acid tert-butyl ester), Intermediate 1. Solvent: ClCCl (dichloromethane). Yields the product C1(CC1)N(C(C1=CC(=C(C=C1)C1=CN=CO1)F)=O)C1CCNCC1 (N-Cyclopropyl-3-fluoro-4-oxazol-5-yl-N-piperidin-4-yl-benzamide). RXN SMILES: [F:1][C:2]1[CH:3]=[C:4]([CH:8]=[CH:9][C:10]=1[C:11]1[O:15][CH:14]=[N:13][CH:12]=1)[C:5]([OH:7])=O.C(OC([N:23]1[CH2:28][CH2:27][CH:26]([NH:29][CH:30]2[CH2:32][CH2:31]2)[CH2:25][CH2:24]1)=O)(C)(C)C.FC(F)(F)C(O)=O>ClCCl>[CH:30]1([N:29]([CH:26]2[CH2:27][CH2:28][NH:23][CH2:24][CH2:25]2)[C:5](=[O:7])[C:4]2[CH:8]=[CH:9][C:10]([C:11]3[O:15][CH:14]=[N:13][CH:12]=3)=[C:2]([F:1])[CH:3]=2)[CH2:32][CH2:31]1. Reported procedure: The title compound is prepared from 3-fluoro-4-oxazol-5-yl-benzoic acid and 4-cyclopropylamino-piperidine-1-carboxylic acid tert-butyl ester following a procedure analogous to that described for Intermediate 1. The deprotection step is accomplished by using trifluoroacetic acid in dichloromethane. LC (method 2): tR=0.98 min; Mass spectrum (ESI+): m/z=330 [M+H]+. Run at temperature 90 celsius. Starting materials: C(O)CN (ethanolamine), FC1=CC=C(C=C1)[N+](=O)[O-] (1-fluoro-4-nitrobenzene), C([O-])([O-])=O.[K+].[K+] (potassium carbonate). Yields the product OCCNC1=CC=C(N)C=C1 (4-(2-Hydroxyethylamino)aniline). Run in CS(=O)C (dimethylsulphoxide). Isolated yield 20.0%. Procedure details: A mixture of ethanolamine (2.29 g, 37.5 mmol) and 1-fluoro-4-nitrobenzene (3.53 g, 25.0 mmol) in dimethylsulphoxide (25 ml) was treated with potassium carbonate (6.9 g, 50 mmol) and heated at 90° C. overnight. The mixture was cooled and poured onto water (250 ml), the precipitated solid filtered off, dried, dissolved in ethanol (50 ml) and hydrogenated over 10% Pd/C for 4 h at ambient temperature . The catalyst was removed by filtration, the ethanol evaporated and the residue purified by column ... RXN SMILES: [CH2:1]([CH2:3][NH2:4])[OH:2].F[C:6]1[CH:11]=[CH:10][C:9]([N+:12]([O-])=O)=[CH:8][CH:7]=1.C(=O)([O-])[O-].[K+].[K+]>CS(C)=O>[OH:2][CH2:1][CH2:3][NH:4][C:6]1[CH:11]=[CH:10][C:9]([NH2:12])=[CH:8][CH:7]=1 |f:2.3.4|.